From a dataset of the Open Reaction Database (ORD), a public repository of structured organic reaction records. describe an organic reaction: reactants, conditions, products, and yield Reactants: ClC=1C=CC2=C(C(=NC(C(N2C)=O)NC(=NC#N)NC2=CC=C(C3=CC=CC=C23)N2CCOCC2)C2=C(C=CC=C2)Cl)C1 (N-[7-chloro-5-(2-chlorophenyl)-2,3-dihydro-1-methyl-2-oxo-1H-1,4-benzo-diazepin-3-yl]-N″-cyano-N′-[4-(4-morpholinyl)-1-naphthalenyl]-guanidine), O (water), FC(C(=O)O)(F)F (trifluoroacetic acid). Solvent: C1CCOC1 (THF). The product is ClC=1C=CC2=C(C(=NC(C(N2C)=O)N\C(=N\C(=O)N)\NC2=CC=C(C3=CC=CC=C23)N2CCOCC2)C2=C(C=CC=C2)Cl)C1 (N-[(1E)-[[7-Chloro-5-(2-chlorophenyl)-2,3-dihydro-1-methyl-2-oxo-1H-1,4-benzodiazepin-3-yl]amino][[4-(4-morpholinyl)-1-naphthalenyl]amino]methylene]urea). Isolated yield 40.8%. As a reaction SMILES: [Cl:1][C:2]1[CH:3]=[CH:4][C:5]2[N:11]([CH3:12])[C:10](=[O:13])[CH:9]([NH:14][C:15]([NH:19][C:20]3[C:29]4[C:24](=[CH:25][CH:26]=[CH:27][CH:28]=4)[C:23]([N:30]4[CH2:35][CH2:34][O:33][CH2:32][CH2:31]4)=[CH:22][CH:21]=3)=[N:16][C:17]#[N:18])[N:8]=[C:7]([C:36]3[CH:41]=[CH:40][CH:39]=[CH:38][C:37]=3[Cl:42])[C:6]=2[CH:43]=1.O.FC(F)(F)C(O)=[O:48]>C1COCC1>[Cl:1][C:2]1[CH:3]=[CH:4][C:5]2[N:11]([CH3:12])[C:10](=[O:13])[CH:9]([NH:14]/[C:15](/[NH:19][C:20]3[C:29]4[C:24](=[CH:25][CH:26]=[CH:27][CH:28]=4)[C:23]([N:30]4[CH2:31][CH2:32][O:33][CH2:34][CH2:35]4)=[CH:22][CH:21]=3)=[N:16]/[C:17]([NH2:18])=[O:48])[N:8]=[C:7]([C:36]3[CH:41]=[CH:40][CH:39]=[CH:38][C:37]=3[Cl:42])[C:6]=2[CH:43]=1. Procedure details: A mixture of N-[7-chloro-5-(2-chlorophenyl)-2,3-dihydro-1-methyl-2-oxo-1H-1,4-benzodiazepin-3-yl]-N″-cyano-N′-[4-(4-morpholinyl)-1-naphthalenyl]guanidine (EXAMPLE 10) (21.9 mg, 35.8 μmol), water (4.6 μL, 260 μmol) and trifluoroacetic acid (19.8 μL, 257 μmol) in THF (3 mL) was heated to reflux for 43 h. The reaction was concentrated in vacuo, and the residue was purified by reverse phase HPLC (gradient 20-70% CH3CN in H2O) to provide the title compound (0.0092 g, 35%) as its TFA salt. 1H-NMR (CD3... Starting materials: CCOc1cc(NC(=O)OC(C)C)cc2c1OCOC2, CN(C)C=O, [H-], [Na+], ClSc1ccccc1. The product is CCOc1cc(N(Sc2ccccc2)C(=O)OC(C)C)cc2c1OCOC2. As a reaction SMILES: [CH2:3]([CH3:4])[O:5][c:6]1[cH:7][c:8]([NH:16][C:17]([O:18][CH:19]([CH3:20])[CH3:21])=[O:22])[cH:9][c:10]2[c:11]1[O:12][CH2:13][O:14][CH2:15]2.[CH3:31][N:32]([CH3:33])[CH:34]=[O:35].[H-:1].[Na+:2].[c:23]1([S:29][Cl:30])[cH:24][cH:25][cH:26][cH:27][cH:28]1>>[CH2:3]([CH3:4])[O:5][c:6]1[cH:7][c:8]([N:16]([C:17]([O:18][CH:19]([CH3:20])[CH3:21])=[O:22])[S:29][c:23]2[cH:24][cH:25][cH:26][cH:27][cH:28]2)[cH:9][c:10]2[c:11]1[O:12][CH2:13][O:14][CH2:15]2. Starting materials: S(=O)(=O)(OC)OC (dimethyl sulfate), [Cl-].[NH4+] (ammonium chloride), CCCCCC (Hexane), C1C=CC2=CC=CC=C12 (indene), C(Br)C1CO1 (epibromohydrin), C(CCC)[Li] (butyl lithium). Solvent: O1CCCC1 (tetrahydrofuran). Conditions: temperature -78 celsius, time 1 hour. Product: C1C=C(C2=CC=CC=C12)CC(CC1=CCC2=CC=CC=C12)OC (1,3-bis(3-indenyl)-2-methoxypropane). Reaction SMILES: [CH2:1]1[C:9]2[C:4](=[CH:5][CH:6]=[CH:7][CH:8]=2)[CH:3]=[CH:2]1.[CH2:10]([Li])[CH2:11][CH2:12][CH3:13].[CH2:15]([CH:17]1[O:19][CH2:18]1)Br.S(OC)(OC)(=O)=O.[Cl-].[NH4+].[CH3:29][CH2:30][CH2:31][CH2:32][CH2:33][CH3:34]>O1CCCC1>[CH2:10]1[C:30]2[C:31](=[CH:32][CH:33]=[CH:34][CH:29]=2)[C:12]([CH2:13][CH:17]([O:19][CH3:18])[CH2:15][C:1]2[C:9]3[C:4](=[CH:5][CH:6]=[CH:7][CH:8]=3)[CH2:3][CH:2]=2)=[CH:11]1 |f:4.5|. Procedure details: To a solution of 23.2 g of indene dissolved in 200 mL tetrahydrofuran chilled to -78° C. under argon was added 80 mL of butyl lithium (2.5M in hexanes). The resulting solution was warmed to room temperature for one hour and then re-chilled to -78° C. To this solution was added 13.7 g epibromohydrin. After stirring for one hour at -78° C., the solution was brought to room temperature for one hour and then refluxed for one hour. After cooling, 12.6 g of dimethyl sulfate was added and this mixture ...